From a dataset of the Open Reaction Database (ORD), a public repository of structured organic reaction records. describe an organic reaction: reactants, conditions, products, and yield Starting materials: C(C)C=1C(=NC(=C(C1)C1=NC(=NO1)C)C)OC (3-ethyl-2-methoxy-6-methyl-5-(3-methyl-1,2,4-oxadiazol-5-yl) pyridine), [I-].[Na+] (sodium iodide), Cl[Si](C)(C)C (chlorotrimethylsilane). The solvent is C(C)#N (acetonitrile). Reaction conditions: temperature 65 celsius, time 7 hour. Product: C(C)C=1C(NC(=C(C1)C1=NC(=NO1)C)C)=O (3-ethyl-6-methyl-5-(3-methyl-1,2,4-oxadiazol-5-yl)-1H-pyridin-2-one). Isolated yield 87.0%. Reaction SMILES: [CH2:1]([C:3]1[C:4]([O:16]C)=[N:5][C:6]([CH3:15])=[C:7]([C:9]2[O:13][N:12]=[C:11]([CH3:14])[N:10]=2)[CH:8]=1)[CH3:2].[I-].[Na+].Cl[Si](C)(C)C>C(#N)C>[CH2:1]([C:3]1[C:4](=[O:16])[NH:5][C:6]([CH3:15])=[C:7]([C:9]2[O:13][N:12]=[C:11]([CH3:14])[N:10]=2)[CH:8]=1)[CH3:2] |f:1.2|. Procedure: To a mixture of 3-ethyl-2-methoxy-6-methyl-5-(3-methyl-1,2,4-oxadiazol-5-yl) pyridine (50 mg, 0.215 mmol) and sodium iodide (96 mg, 0.64 mmol) under a nitrogen atmosphere is added anhydrous acetonitrile (4 mL) followed by drop-wise chlorotrimethylsilane (82 μL, 0.653 mmol). The reaction mixture is stirred at 65° C. under nitrogen for 7 hr. The reaction mixture is allowed to cool and then quenched with water (0.5 mL). After stirring for 30 min the mixture is partitioned between water and dichloro... Starting materials: CCO, Cc1cc(NCC(=O)O)c([N+](=O)[O-])cc1Cl, [Na], [Sn]. Product: Cc1cc2c(cc1Cl)NC(=O)CN2. As a reaction SMILES: [CH3:19][CH2:20][OH:21].[Cl:2][c:3]1[cH:4][c:5]([N+:15]([O-:16])=[O:17])[c:6]([NH:10][CH2:11][C:12](=[O:13])[OH:14])[cH:7][c:8]1[CH3:9].[Na:1].[Sn:18]>>[Cl:2][c:3]1[cH:4][c:5]2[c:6]([cH:7][c:8]1[CH3:9])[NH:10][CH2:11][C:12](=[O:13])[NH:15]2. Reactants: C(C)(C)C1=C(C(=CC(=C1)C(C)C)C(C)C)S(=O)(=O)NN=C(CCN(CC)CC)C1=CC=CC=C1 (β-diethylaminopropiophenone 2,4,6-triisopropylbenzenesulphonylhydrazone), C(C1=CC=CC=C1)=O (benzaldehyde). Product: C1(CCCCC1)C(C(=CCN(C)C)C1=CC=CC=C1)O (1-cyclohexyl-4-dimethylamino-2-phenyl-2-buten-1-ol). Reaction SMILES: C(C1C=C(C(C)C)C=C(C(C)C)C=1S(NN=[C:21]([C:29]1[CH:34]=[CH:33][CH:32]=[CH:31][CH:30]=1)[CH2:22][CH2:23][N:24]([CH2:27]C)[CH2:25]C)(=O)=O)(C)C.[CH:35](=[O:42])[C:36]1[CH:41]=[CH:40][CH:39]=[CH:38][CH:37]=1>>[CH:36]1([CH:35]([OH:42])[C:21]([C:29]2[CH:30]=[CH:31][CH:32]=[CH:33][CH:34]=2)=[CH:22][CH2:23][N:24]([CH3:25])[CH3:27])[CH2:41][CH2:40][CH2:39][CH2:38][CH2:37]1. Procedure: By using a method similar to that described in Example 22, but starting from β-diethylaminopropiophenone 2,4,6-triisopropylbenzenesulphonylhydrazone (30 g) and benzaldehyde (6.9 cc), 4-diethylamino-1,2-diphenyl-2-buten-1-ol (Z) hydrochloride (3.2 g) is obtained, after recrystallisation from acetone, in the form of white crystals melting at 140° C. The reactants are CC1=CC(=C(C(N1CC(=O)OC)=O)[N+](=O)[O-])OS(=O)(=O)C(F)(F)F (methyl 6-methyl-3-nitro-2-oxo-4-[[(trifluoromethyl)sulphonyl]oxy]-1,2-dihydropyridine-1-acetate), C1(=CC=CC=C1)S(=O)[O-].[Na+] (sodium benzenesulphinate). Solvent: O1CCCC1 (tetrahydrofuran), O1CCCC1 (tetrahydrofuran). Run at time 3 hour. Product: CC1=CC(=C(C(N1CC(=O)OC)=O)[N+](=O)[O-])S(=O)(=O)C1=CC=CC=C1 (Methyl 6-methyl-3-nitro-2-oxo-4-(phenylsulphonyl)-1,2-dihydropyridine-1-acetate). RXN SMILES: [CH3:1][C:2]1[N:7]([CH2:8][C:9]([O:11][CH3:12])=[O:10])[C:6](=[O:13])[C:5]([N+:14]([O-:16])=[O:15])=[C:4](OS(C(F)(F)F)(=O)=O)[CH:3]=1.[C:25]1([S:31]([O-:33])=[O:32])[CH:30]=[CH:29][CH:28]=[CH:27][CH:26]=1.[Na+]>O1CCCC1>[CH3:1][C:2]1[N:7]([CH2:8][C:9]([O:11][CH3:12])=[O:10])[C:6](=[O:13])[C:5]([N+:14]([O-:16])=[O:15])=[C:4]([S:31]([C:25]2[CH:30]=[CH:29][CH:28]=[CH:27][CH:26]=2)(=[O:33])=[O:32])[CH:3]=1 |f:1.2|. Procedure: 5.24 g (14 mmol) of methyl 6-methyl-3-nitro-2-oxo-4-[[(trifluoromethyl)sulphonyl]oxy]-1,2-dihydropyridine-1-acetate in solution in 50 ml of tetrahydrofuran are added dropwise to 2.38 g (14.5 mmol) of sodium benzenesulphinate in suspension in 100 ml of tetrahydrofuran and the mixture is left for 3 hours at room temperature. The solvent is evaporated off, the residue is taken up in 200 ml of dichloromethane and washed with 50 ml of a 1 N aqueous hydrochloric acid solution. The organic phase is rec... Product: FC#CC1=CC=C(C=C1)[C@@H]1CC[C@H](CC1)CCCCC (1-(2-Fluoroethynyl)-4-(trans-4-pentylcyclohexyl)benzene). Run in ClCCl (dichloromethane), ClCCl (dichloromethane). RXN SMILES: [F-:1].C([N+](CCCC)(CCCC)CCCC)CCC.Cl[C:20]#[C:21][C:22]1[CH:27]=[CH:26][C:25]([C@H:28]2[CH2:33][CH2:32][C@H:31]([CH2:34][CH2:35][CH2:36][CH2:37][CH3:38])[CH2:30][CH2:29]2)=[CH:24][CH:23]=1>ClCCl>[F:1][C:20]#[C:21][C:22]1[CH:27]=[CH:26][C:25]([C@H:28]2[CH2:33][CH2:32][C@H:31]([CH2:34][CH2:35][CH2:36][CH2:37][CH3:38])[CH2:30][CH2:29]2)=[CH:24][CH:23]=1 |f:0.1|. Reported procedure: 110 ml of 1 molar solution of tetrabutylammonium fluoride in dichloromethane are added at 0° C. to a solution of 28.85 g (0.1 mol) of 1-(2-chloroethynyl)-4-(trans-4-pentylcyclohexyl)benzene in 150 ml of dichloromethane. The reaction mixture is boiled for 24 hours and evaporated in vacuo, and the residue is then extracted with 3×150 ml of petroleum ether (30°-50° C.). The combined petroleum ether phases are dried over magnesium sulphate and evaporated. The product is obtained from the resultant r... Reaction conditions: time 24 hour. Starting materials: solution, [F-].C(CCC)[N+](CCCC)(CCCC)CCCC (tetrabutylammonium fluoride), ClC#CC1=CC=C(C=C1)[C@@H]1CC[C@H](CC1)CCCCC (1-(2-chloroethynyl)-4-(trans-4-pentylcyclohexyl)benzene). Starting materials: COc1cc2scc(C(=O)O)c2cc1Br, Nc1cccnc1, O=S(Cl)Cl. The product is COc1cc2scc(C(=O)Nc3cccnc3)c2cc1Br. RXN SMILES: [Br:1][c:2]1[cH:3][c:4]2[c:5]([s:6][cH:7][c:8]2[C:9](=[O:10])[OH:11])[cH:12][c:13]1[O:14][CH3:15].[NH2:16][c:17]1[cH:18][n:19][cH:20][cH:21][cH:22]1.[S:23]([Cl:24])([Cl:25])=[O:26]>>[Br:1][c:2]1[cH:3][c:4]2[c:5]([s:6][cH:7][c:8]2[C:9](=[O:11])[NH:16][c:17]2[cH:18][n:19][cH:20][cH:21][cH:22]2)[cH:12][c:13]1[O:14][CH3:15].